From a dataset of the Open Reaction Database (ORD), a public repository of structured organic reaction records. describe an organic reaction: reactants, conditions, products, and yield Reactants: FCCBr, O=C([O-])[O-], CC(C)(C)OC(=O)NCCc1nnn[nH]1, [Cs+], [Cs+], CN(C)C=O. Yields the product CC(C)(C)OC(=O)NCCc1nnnn1CCF. As a reaction SMILES: [Br:22][CH2:23][CH2:24][F:25].[C:16](=[O:17])([O-:18])[O-:19].[C:1]([CH3:2])([CH3:3])([CH3:4])[O:5][C:6]([NH:7][CH2:8][CH2:9][c:10]1[n:11][n:12][n:13][nH:14]1)=[O:15].[Cs+:20].[Cs+:21].[O:26]=[CH:27][N:28]([CH3:29])[CH3:30]>>[C:1]([CH3:2])([CH3:3])([CH3:4])[O:5][C:6]([NH:7][CH2:8][CH2:9][c:10]1[n:11][n:12][n:13][n:14]1[CH2:23][CH2:24][F:25])=[O:15]. The reactants are BrCc1ccccc1, CCc1cc(C=O)cc(C)c1O, CC(C)=O, [K+], [K+], O=C([O-])[O-]. The product is CCc1cc(C=O)cc(C)c1OCc1ccccc1. As a reaction SMILES: [CH2:19]([c:20]1[cH:21][cH:22][cH:23][cH:24][cH:25]1)[Br:26].[CH2:1]([CH3:2])[c:3]1[cH:4][c:5]([CH:6]=[O:7])[cH:8][c:9]([CH3:12])[c:10]1[OH:11].[CH3:27][C:28](=[O:29])[CH3:30].[K+:13].[K+:14].[O-:15][C:16]([O-:17])=[O:18]>>[CH2:1]([CH3:2])[c:3]1[cH:4][c:5]([CH:6]=[O:7])[cH:8][c:9]([CH3:12])[c:10]1[O:11][CH2:19][c:20]1[cH:21][cH:22][cH:23][cH:24][cH:25]1. The reactants are NC1=CC=C(C=C1)N1C(OC(C1)COC1=CC=C(C(=O)OC)C=C1)=O (methyl 4-[3-(4-aminophenyl)-2-oxooxazolidin-5-yl]methoxybenzoate), C(C)(=O)O (acetic acid), C(C)(=O)O (acetic acid). Conditions: time 1 hour. Product: C(C)(=O)NC1=CC=C(C=C1)N1C(OC(C1)COC1=CC=C(C(=O)OC)C=C1)=O (methyl 4-[3-(4-acetamidophenyl)-2-oxooxazolidin-5-yl]methoxybenzoate). Yield: 99.0%. As a reaction SMILES: [NH2:1][C:2]1[CH:7]=[CH:6][C:5]([N:8]2[CH2:12][CH:11]([CH2:13][O:14][C:15]3[CH:24]=[CH:23][C:18]([C:19]([O:21][CH3:22])=[O:20])=[CH:17][CH:16]=3)[O:10][C:9]2=[O:25])=[CH:4][CH:3]=1.[C:26](O)(=[O:28])[CH3:27]>>[C:26]([NH:1][C:2]1[CH:7]=[CH:6][C:5]([N:8]2[CH2:12][CH:11]([CH2:13][O:14][C:15]3[CH:24]=[CH:23][C:18]([C:19]([O:21][CH3:22])=[O:20])=[CH:17][CH:16]=3)[O:10][C:9]2=[O:25])=[CH:4][CH:3]=1)(=[O:28])[CH3:27]. Procedure: A 1.2 ml quantity of anhydrous acetic acid was added dropwise to an acetic acid (60 ml) solution of 3.0 g of methyl 4-[3-(4-aminophenyl)-2-oxooxazolidin-5-yl]methoxybenzoate obtained in Example 9 at room temperature, and the mixture was stirred at the same temperature for 1 hour. The crystals were collected by filtration and washed with ethanol to give 3.05 g of the title compound (compound 113) in a yield of 99%. Starting materials: BrC=1C=C(C(=O)C2=NC=CC=C2OCOC)C=CC1F (2-(3-bromo-4-fluorobenzoyl)-3-methoxymethoxypyridine), S(O)(O)(=O)=O (sulfuric acid), CC(=O)C (acetone), [OH-].[Na+] (sodium hydroxide). The solvent is O (water). The product is BrC=1C=C(C(=O)C2=NC=CC=C2O)C=CC1F (2-(3-bromo-4-fluorobenzoyl)-3-hydroxypyridine). Isolated yield 91.2%. Reaction SMILES: [Br:1][C:2]1[CH:3]=[C:4]([CH:17]=[CH:18][C:19]=1[F:20])[C:5]([C:7]1[C:12]([O:13]COC)=[CH:11][CH:10]=[CH:9][N:8]=1)=[O:6].S(=O)(=O)(O)O.CC(C)=O.[OH-].[Na+]>O>[Br:1][C:2]1[CH:3]=[C:4]([CH:17]=[CH:18][C:19]=1[F:20])[C:5]([C:7]1[C:12]([OH:13])=[CH:11][CH:10]=[CH:9][N:8]=1)=[O:6] |f:3.4|. Procedure details: A mixture of 2-(3-bromo-4-fluorobenzoyl)-3-methoxymethoxypyridine (5.68 g), 3.6N-sulfuric acid (6.0 mL) and acetone (30 mL) was refluxed for 3 hours. The reaction mixture was then poured into water, neutralized with a saturated aqueous solution of sodium hydroxide, and extracted with ethyl acetate. The extract was washed with water and a saturated aqueous saline solution, successively, and dried (sodium sulfate) and then concentrated. The concentrate was purified by means of a silica gel column ...